This data is from the Open Reaction Database (ORD), a public repository of structured organic reaction records. The task is: describe an organic reaction: reactants, conditions, products, and yield As a reaction SMILES: [Br:23][CH2:24][CH2:25][CH2:26][Br:27].[O:28]1[CH2:29][CH2:30][CH2:31][CH2:32]1.[c:1]1([S:2](=[O:3])(=[O:4])[C:10]2([S:14](=[O:15])(=[O:16])[c:17]3[cH:18][cH:19][cH:20][cH:21][cH:22]3)[CH2:11][CH2:12][CH2:13]2)[cH:5][cH:6][cH:7][cH:8][cH:9]1>>[C:10]1([S:14](=[O:15])(=[O:16])[c:17]2[cH:18][cH:19][cH:20][cH:21][cH:22]2)([CH2:26][CH2:25][CH2:24][Br:23])[CH2:11][CH2:12][CH2:13]1. The reactants are BrCCCBr, C1CCOC1, O=S(=O)(c1ccccc1)C1(S(=O)(=O)c2ccccc2)CCC1. Product: O=S(=O)(c1ccccc1)C1(CCCBr)CCC1.